From a dataset of the Open Reaction Database (ORD), a public repository of structured organic reaction records. describe an organic reaction: reactants, conditions, products, and yield The reactants are CSC1=C(C(=CC=C1)SC)S(=O)(=O)N (2,6-bis(methylthio)benzenesulfonamide), C([O-])([O-])=O.[K+].[K+] (potassium carbonate), C(CCC)N=C=O (n-butyl isocyanate). The solvent is Cl (HCl). Run at time 8 hour. Product: CSC1=C(C(=CC=C1)SC)S(=O)(=O)NC(=O)NCCCC (2,6-Bis(Methylthio)-N-(butylaminocarbonyl)benzenesulfonamide). Isolated yield 93.3%. As a reaction SMILES: [CH3:1][S:2][C:3]1[CH:8]=[CH:7][CH:6]=[C:5]([S:9][CH3:10])[C:4]=1[S:11]([NH2:14])(=[O:13])=[O:12].C(=O)([O-])[O-].[K+].[K+].[CH2:21]([N:25]=[C:26]=[O:27])[CH2:22][CH2:23][CH3:24]>Cl>[CH3:1][S:2][C:3]1[CH:8]=[CH:7][CH:6]=[C:5]([S:9][CH3:10])[C:4]=1[S:11]([NH:14][C:26]([NH:25][CH2:21][CH2:22][CH2:23][CH3:24])=[O:27])(=[O:12])=[O:13] |f:1.2.3|. Procedure: A stirred suspension of 5.0 g (0.02 mol) of 2,6-bis(methylthio)benzenesulfonamide, 8.3 g (0.06 mol) potassium carbonate and 3.4 ml (0.03 mol) n-butyl isocyanate was heated at reflux for four hours. After stirring at 25° overnight, the mixture was poured into ice and 30 ml 10% HCl. The resulting precipitate was collected, washed several times with water and air dried to provide 6.5 g of the title compound, m.p. 151°-154°. Starting materials: C(=O)([O-])[O-].[Na+].[Na+] (Na2CO3), COC(=O)C1=NC=C(N=C1)Cl (5-chloropyrazine-2-carboxylic acid methyl ester), CC1(OB(OC1(C)C)C1=CN=C(O1)[Si](C(C)C)(C(C)C)C(C)C)C (5-(4,4,5,5-tetramethyl-1,3,2-dioxaborolan-2-yl)-2-[tris(isopropyl)silyl]-oxazole). Run in CN(C=O)C (N,N-dimethylformamide). Reaction conditions: temperature 80 celsius. The product is O1C=NC=C1C=1N=CC(=NC1)C(=O)O (5-Oxazol-5-yl-pyrazine-2-carboxylic acid). As a reaction SMILES: C([O-])([O-])=O.[Na+].[Na+].C[O:8][C:9]([C:11]1[CH:16]=[N:15][C:14](Cl)=[CH:13][N:12]=1)=[O:10].CC1(C)C(C)(C)OB([C:26]2[O:30][C:29]([Si](C(C)C)(C(C)C)C(C)C)=[N:28][CH:27]=2)O1>CN(C)C=O>[O:30]1[C:26]([C:14]2[N:15]=[CH:16][C:11]([C:9]([OH:8])=[O:10])=[N:12][CH:13]=2)=[CH:27][N:28]=[CH:29]1 |f:0.1.2|. Procedure: Aqueous Na2CO3 solution (2 M, 14.5 mL) and [1,1′-bis(diphenylphosphino)-ferrocene]dichloropalladium dichloromethane complex (950 mg) are added to a mixture of 5-chloropyrazine-2-carboxylic acid methyl ester (2.00 g) and 5-(4,4,5,5-tetramethyl-1,3,2-dioxaborolan-2-yl)-2-[tris(isopropyl)silyl]-oxazole (4.70 g) in N,N-dimethylformamide (20 mL) under an argon atmosphere. The reaction mixture is stirred over night at 80° C. After cooling to room temperature, the solvents are evaporated, the residue i... Reactants: CC(N)(CNC(CC(C)C)=O)C (2,2,7,7-tetramethyl-1,4-diazaheptan-5-one), C(C)OC(=O)Cl (ethylchloroformate). Run in C1(=CC=CC=C1)C (toluene). Product: C(C)OC(=O)N(CC(N)(C)C)C(CC(C)C)=O (4-ethoxycarbonyl-2,2,7,7-tetramethyl-1,4-diazaheptan-5-one). Reaction SMILES: [CH3:1][C:2]([CH3:12])([CH2:4][NH:5][C:6](=[O:11])[CH2:7][CH:8]([CH3:10])[CH3:9])[NH2:3].[CH2:13]([O:15][C:16](Cl)=[O:17])[CH3:14]>C1(C)C=CC=CC=1>[CH2:13]([O:15][C:16]([N:5]([C:6](=[O:11])[CH2:7][CH:8]([CH3:9])[CH3:10])[CH2:4][C:2]([CH3:1])([CH3:12])[NH2:3])=[O:17])[CH3:14]. Procedure details: A mixture of 5.1 parts of 2,2,7,7-tetramethyl-1,4-diazaheptan-5-one, 30 parts of ethylchloroformate and 150 parts of anhydrous toluene were heated at reflux for 16 hours. Removal of the solvent under reduced pressure was followed by addition of 10 parts of water to the residue basification with sodium carbonate solution and chloroform extraction. The yellow oil produced was distilled under reduced pressure to yield 4-ethoxycarbonyl-2,2,7,7-tetramethyl-1,4-diazaheptan-5-one of boiling point 98° -... The solvent is C(C)(=O)O (acetic acid). Conditions: temperature 120 celsius, time 4 hour. Reported procedure: In a recovery flask were placed 2-tert-butyl-9,10-bis[4-(5-phenyl-1,3,4-oxadiazol-2-yl)phenyl]anthracene-9,10-diol, 6.0 g (36 mmol) of potassium iodide, and 29 g (83 mmol) of sodium phosphinate monohydrate. They are dissolved by the addition of 50 mL of glacial acetic acid. This solution was stirred at 120° C. for 4 hours. Then, 50 mL of a 50% solution of phosphinic acid was added to this solution, and the mixture was stirred at 120° C. for 1 hour. Then, an aqueous solution of sodium hydrogen ca... Reactants: solution, [PH2](O)=O (phosphinic acid), C(C)(C)(C)C1=CC=2C(C3=CC=CC=C3C(C2C=C1)(O)C1=CC=C(C=C1)C=1OC(=NN1)C1=CC=CC=C1)(O)C1=CC=C(C=C1)C=1OC(=NN1)C1=CC=CC=C1 (2-tert-butyl-9,10-bis[4-(5-phenyl-1,3,4-oxadiazol-2-yl)phenyl]anthracene-9,10-diol), [I-].[K+] (potassium iodide), O.[PH2]([O-])=O.[Na+] (sodium phosphinate monohydrate), C(O)([O-])=O.[Na+] (sodium hydrogen carbonate). Yields the product C(C)(C)(C)C1=CC2=C(C3=CC=CC=C3C(=C2C=C1)C1=CC=C(C=C1)C=1OC(=NN1)C1=CC=CC=C1)C1=CC=C(C=C1)C=1OC(=NN1)C1=CC=CC=C1 (2,2′-(2-Tert-butyl-9,10-anthracenediyldi-4,1-phenylene)bis(5-phenyl-1,3,4-oxadiazole)). Reaction SMILES: [C:1]([C:5]1[CH:18]=[CH:17][C:16]2[C:15]([C:20]3[CH:25]=[CH:24][C:23]([C:26]4[O:27][C:28]([C:31]5[CH:36]=[CH:35][CH:34]=[CH:33][CH:32]=5)=[N:29][N:30]=4)=[CH:22][CH:21]=3)(O)[C:14]3[C:9](=[CH:10][CH:11]=[CH:12][CH:13]=3)[C:8]([C:38]3[CH:43]=[CH:42][C:41]([C:44]4[O:45][C:46]([C:49]5[CH:54]=[CH:53][CH:52]=[CH:51][CH:50]=5)=[N:47][N:48]=4)=[CH:40][CH:39]=3)(O)[C:7]=2[CH:6]=1)([CH3:4])([CH3:3])[CH3:2].[I-].[K+].O.[PH2](=O)[O-].[Na+].[PH2](=O)O.C(=O)([O-])O.[Na+]>C(O)(=O)C>[C:1]([C:5]1[CH:18]=[CH:17][C:16]2[C:7](=[C:8]([C:38]3[CH:39]=[CH:40][C:41]([C:44]4[O:45][C:46]([C:49]5[CH:54]=[CH:53][CH:52]=[CH:51][CH:50]=5)=[N:47][N:48]=4)=[CH:42][CH:43]=3)[C:9]3[C:14]([C:15]=2[C:20]2[CH:21]=[CH:22][C:23]([C:26]4[O:27][C:28]([C:31]5[CH:36]=[CH:35][CH:34]=[CH:33][CH:32]=5)=[N:29][N:30]=4)=[CH:24][CH:25]=2)=[CH:13][CH:12]=[CH:11][CH:10]=3)[CH:6]=1)([CH3:4])([CH3:2])[CH3:3] |f:1.2,3.4.5,7.8|. Starting materials: CCOC(=O)C1CCN(Cc2cccc(-c3nnc(-c4ccc(OC(C)C)c(C(F)(F)F)c4)s3)c2CC)CC1, CC(C)O, Cl, [Na+], [OH-], O. Product: CCc1c(CN2CCC(C(=O)O)CC2)cccc1-c1nnc(-c2ccc(OC(C)C)c(C(F)(F)F)c2)s1. RXN SMILES: [CH2:1]([CH3:2])[c:3]1[c:4]([CH2:28][N:29]2[CH2:30][CH2:31][CH:32]([C:35](=[O:36])[O:37][CH2:38][CH3:39])[CH2:33][CH2:34]2)[cH:5][cH:6][cH:7][c:8]1-[c:9]1[s:10][c:11](-[c:14]2[cH:15][c:16]([C:24]([F:25])([F:26])[F:27])[c:17]([O:20][CH:21]([CH3:22])[CH3:23])[cH:18][cH:19]2)[n:12][n:13]1.[CH:43]([OH:44])([CH3:45])[CH3:46].[ClH:42].[Na+:41].[OH-:40].[OH2:47]>>[CH2:1]([CH3:2])[c:3]1[c:4]([CH2:28][N:29]2[CH2:30][CH2:31][CH:32]([C:35](=[O:36])[OH:37])[CH2:33][CH2:34]2)[cH:5][cH:6][cH:7][c:8]1-[c:9]1[s:10][c:11](-[c:14]2[cH:15][c:16]([C:24]([F:25])([F:26])[F:27])[c:17]([O:20][CH:21]([CH3:22])[CH3:23])[cH:18][cH:19]2)[n:12][n:13]1. Starting materials: COc1ccc2oc(S)nc2c1, ClCCl, CN(C)C=O, O=S(Cl)Cl. Product: COc1ccc2oc(Cl)nc2c1. Reaction SMILES: [CH3:1][O:2][c:3]1[cH:4][cH:5][c:6]2[c:7]([n:8][c:9]([SH:11])[o:10]2)[cH:12]1.[Cl:22][CH2:23][Cl:24].[O:17]=[CH:18][N:19]([CH3:20])[CH3:21].[S:13]([Cl:14])([Cl:15])=[O:16]>>[CH3:1][O:2][c:3]1[cH:4][cH:5][c:6]2[c:7]([n:8][c:9]([Cl:15])[o:10]2)[cH:12]1.